This data is from the Open Reaction Database (ORD), a public repository of structured organic reaction records. The task is: describe an organic reaction: reactants, conditions, products, and yield The reactants are Cl (hydrochloric acid), ClC=1C=C2CC(C(C2=CC1[N+](=O)[O-])=O)C (5-chloro-2-methyl-6-nitro-1-indanone). Reagents/catalysts: [Fe] (iron). Solvent: C(C)O (ethanol). Reaction conditions: time 4 hour. Yields the product NC1=C(C=C2CC(C(C2=C1)=O)C)Cl (6-Amino-5-chloro-2-methyl-1-indanone). Reaction SMILES: Cl.[Cl:2][C:3]1[CH:4]=[C:5]2[C:9](=[CH:10][C:11]=1[N+:12]([O-])=O)[C:8](=[O:15])[CH:7]([CH3:16])[CH2:6]2>C(O)C.[Fe]>[NH2:12][C:11]1[CH:10]=[C:9]2[C:5]([CH2:6][CH:7]([CH3:16])[C:8]2=[O:15])=[CH:4][C:3]=1[Cl:2]. Reported procedure: 13.6 Milliliters of concentrated hydrochloric acid are added dropwise to a mixture of 30.7 g (0.136 mole) of 5-chloro-2-methyl-6-nitro-1-indanone and 24.55 g of iron powder in 340 ml of ethanol, and the suspension is boiled for 4 hours. The mixture is filtered off with suction from the precipitate in a hot state, after which process the compound precipitates partially from the filtrate when cooling. After having distilled off the solvent to a large extent, the precipitate is completed by dilutin... Reactants: C1CCOC1, COC(=O)C1C(O)CCN1C(=O)OC(C)(C)C, CCOC(=O)N=NC(=O)OCC, O=C(O)c1ccccc1, c1ccc(P(c2ccccc2)c2ccccc2)cc1. Product: COC(=O)C1C(OC(=O)c2ccccc2)CCN1C(=O)OC(C)(C)C. RXN SMILES: [CH2:58]1[O:59][CH2:60][CH2:61][CH2:62]1.[CH3:1][O:2][C:3](=[O:4])[CH:5]1[N:6]([C:11](=[O:12])[O:13][C:14]([CH3:15])([CH3:16])[CH3:17])[CH2:7][CH2:8][CH:9]1[OH:10].[O:46]=[C:47]([O:48][CH2:49][CH3:50])[N:51]=[N:52][C:53]([O:54][CH2:55][CH3:56])=[O:57].[OH:37][C:38](=[O:39])[c:40]1[cH:41][cH:42][cH:43][cH:44][cH:45]1.[c:18]1([P:19]([c:20]2[cH:21][cH:22][cH:23][cH:24][cH:25]2)[c:26]2[cH:27][cH:28][cH:29][cH:30][cH:31]2)[cH:32][cH:33][cH:34][cH:35][cH:36]1>>[CH3:1][O:2][C:3](=[O:4])[CH:5]1[N:6]([C:11](=[O:12])[O:13][C:14]([CH3:15])([CH3:16])[CH3:17])[CH2:7][CH2:8][CH:9]1[O:10][C:38](=[O:37])[c:40]1[cH:41][cH:42][cH:43][cH:44][cH:45]1. Starting materials: ClC=1C=CC(=C(C(=O)NC=2SC3=C(N2)CCCO3)C1)OC (5-chloro-N-(6,7-dihydro-5H-pyrano[3,2-d]thiazol-2-yl)-2-methoxybenzamide), CC(C)([O-])C.[K+] (potassium t-butoxide), BrCCCC (1-bromobutane). Run in CN(C=O)C (N,N-dimethylformamide), O1CCCC1 (tetrahydrofuran). Run at temperature 80 celsius, time 16 hour. The product is C(CCC)N1/C(/SC2=C1CCCO2)=N/C(C2=C(C=CC(=C2)Cl)OC)=O (N-[(2Z)-1-butyl-6,7-dihydro-5H-pyrano[3,2-d][1,3]thiazol-2(1H)-ylidene]-5-chloro-2-methoxybenzamide). As a reaction SMILES: [Cl:1][C:2]1[CH:3]=[CH:4][C:5]([O:20][CH3:21])=[C:6]([CH:19]=1)[C:7]([NH:9][C:10]1[S:11][C:12]2[O:18][CH2:17][CH2:16][CH2:15][C:13]=2[N:14]=1)=[O:8].CC(C)([O-])C.[K+].Br[CH2:29][CH2:30][CH2:31][CH3:32]>CN(C)C=O.O1CCCC1>[CH2:29]([N:14]1[C:13]2[CH2:15][CH2:16][CH2:17][O:18][C:12]=2[S:11]/[C:10]/1=[N:9]\[C:7](=[O:8])[C:6]1[CH:19]=[C:2]([Cl:1])[CH:3]=[CH:4][C:5]=1[O:20][CH3:21])[CH2:30][CH2:31][CH3:32] |f:1.2|. Reported procedure: To a solution of the product from Example 26B (mixture) in 10 mL of N,N-dimethylformamide and tetrahydrofuran (1:4) were added potassium t-butoxide (21 mg, 0.18 mmol) and 1-bromobutane (25 mg, 0.18 mmol). After stirring at 80° C. for 16 h, the reaction mixture was cooled to room temperature and quenched with saturated aqueous NaHCO3 (10 mL). The aqueous layer was extracted with ethyl acetate (3×20 mL). The combined organic extracts were dried over anhydrous Na2SO4, filtered and concentrated unde... The reactants are C[O-], CC(=O)Nc1cccc(-n2nc(CI)c(=O)n(Cc3ccc(Cl)cc3)c2=O)c1, [Na+], CN(C)C=O, O. The product is COCc1nn(-c2cccc(NC(C)=O)c2)c(=O)n(Cc2ccc(Cl)cc2)c1=O. Reaction SMILES: [CH3:29][O-:30].[Cl:1][c:2]1[cH:3][cH:4][c:5]([CH2:6][n:7]2[c:8](=[O:26])[n:9](-[c:16]3[cH:17][c:18]([NH:22][C:23]([CH3:24])=[O:25])[cH:19][cH:20][cH:21]3)[n:10][c:11]([CH2:14][I:15])[c:12]2=[O:13])[cH:27][cH:28]1.[Na+:31].[O:32]=[CH:33][N:34]([CH3:35])[CH3:36].[OH2:37]>>[Cl:1][c:2]1[cH:3][cH:4][c:5]([CH2:6][n:7]2[c:8](=[O:26])[n:9](-[c:16]3[cH:17][c:18]([NH:22][C:23]([CH3:24])=[O:25])[cH:19][cH:20][cH:21]3)[n:10][c:11]([CH2:14][O:30][CH3:29])[c:12]2=[O:13])[cH:27][cH:28]1.